Dataset: the Open Reaction Database (ORD), a public repository of structured organic reaction records. Task: describe an organic reaction: reactants, conditions, products, and yield The reactants are N12CCCCCC2=NCCC1 (1,8-diazabicyclo[5.4.0]undec-7-ene), C1(CC(C2=CC=CC=C12)=O)=O (indan-1,3-dione), C(C)(=O)[O-] (acetate), O1CCCC1 (tetrahydrofuran), resultant mixture. The reagents and catalysts are C=1C=CC(=CC1)[P](C=2C=CC=CC2)(C=3C=CC=CC3)[Pd]([P](C=4C=CC=CC4)(C=5C=CC=CC5)C=6C=CC=CC6)([P](C=7C=CC=CC7)(C=8C=CC=CC8)C=9C=CC=CC9)[P](C=1C=CC=CC1)(C=1C=CC=CC1)C=1C=CC=CC1 (tetrakis(triphenylphosphine)palladium). Solvent: CCOCC (ether). Run at time 36 hour. Yields the product C(C=C)C1(C(C2=CC=CC=C2C1=O)=O)CC=C (2,2-diallylindan-1,3-dione). Reaction SMILES: [C:1]1(=[O:11])[C:9]2[C:4](=[CH:5][CH:6]=[CH:7][CH:8]=2)[C:3](=[O:10])[CH2:2]1.O1[CH2:16][CH2:15][CH2:14]C1.C([O-])(=O)C.N12CCCN=C1CC[CH2:24][CH2:23][CH2:22]2>C1C=CC([P]([Pd]([P](C2C=CC=CC=2)(C2C=CC=CC=2)C2C=CC=CC=2)([P](C2C=CC=CC=2)(C2C=CC=CC=2)C2C=CC=CC=2)[P](C2C=CC=CC=2)(C2C=CC=CC=2)C2C=CC=CC=2)(C2C=CC=CC=2)C2C=CC=CC=2)=CC=1.CCOCC>[CH2:14]([C:2]1([CH2:24][CH:23]=[CH2:22])[C:1](=[O:11])[C:9]2[C:4](=[CH:5][CH:6]=[CH:7][CH:8]=2)[C:3]1=[O:10])[CH:15]=[CH2:16] |^1:35,37,56,75|. Procedure: There were put 2.06 g of indan-1,3-dione manufactured by Tokyo Chemical Industry Co., Ltd., and 30 mL of dry tetrahydrofuran manufactured by Kanto Chemical Co., Inc. in a 100 mL round-bottom flask. To the resultant mixture, 4.6 mL of ally acetate manufactured by Tokyo Chemical Industry Co., Ltd., 5 mL of 1,8-diazabicyclo[5.4.0]undec-7-ene manufactured by Tokyo Chemical Industry Co., Ltd., and 76 mg of tetrakis(triphenylphosphine)palladium prepared according to Supporting Information disclosed in... Starting materials: CC(COC1=CC=C(C=C1)SC(CC)C)O (1-methyl-2-[4-(1-methylpropylthio)phenoxy]ethanol), [H-].[Na+] (sodium hydride), [Na] (sodium), BrC=1SC=CN1 (2-bromo-1,3-thiazole). The product is CC(COC1=CC=C(C=C1)SC(CC)C)OC=1SC=CN1 (2-{1-methyl-2-[4-(1-methylpropylthio)phenoxy]ethoxy}-1,3-thiazole). As a reaction SMILES: [CH3:1][CH:2]([OH:16])[CH2:3][O:4][C:5]1[CH:10]=[CH:9][C:8]([S:11][CH:12]([CH3:15])[CH2:13][CH3:14])=[CH:7][CH:6]=1.[H-].[Na+].[Na].Br[C:21]1[S:22][CH:23]=[CH:24][N:25]=1>>[CH3:1][CH:2]([O:16][C:21]1[S:22][CH:23]=[CH:24][N:25]=1)[CH2:3][O:4][C:5]1[CH:10]=[CH:9][C:8]([S:11][CH:12]([CH3:15])[CH2:13][CH3:14])=[CH:7][CH:6]=1 |f:1.2,^1:18|. Procedure: Following the procedure of Example 6, 1-methyl-2-[4-(1-methylpropylthio)phenoxy]ethanol (1.60 g, 6.7 mmol) is treated with sodium hydride (0.48 g, 10.0 mmol), and the resulting sodium salt is reacted with 2-bromo-1,3-thiazole (800 1, 8.7 mmol) to give 2-{1-methyl-2-[4-(1-methylpropylthio)phenoxy]ethoxy}-1,3-thiazole. Reactants: C1(=CC=CC=C1)COC1=C(C(=O)O)C=CC=C1 (2-(phenylmethoxy)benzoic acid), C(OCC)(=O)Cl (ethyl carbonochloridate), N[C@H]1[C@@H](CN(CC1)C(CC(C(=O)N(C)C)(C1=CC=CC=C1)C1=CC=CC=C1)C)O (trans-4-amino-3-hydroxy-N,N,γ-trimethyl-α,α-diphenyl-1-piperidinebutanamide). Run in C(C)N(CC)CC (N,N-diethylethanamine), ClC(Cl)Cl (trichloromethane), ClC(Cl)Cl (trichloromethane). Conditions: time 8 hour. Product: N1(CCCCC1)CCCC(=O)N (piperidinebutanamide). Reaction SMILES: C1(COC2C=CC=CC=2C(O)=O)C=CC=CC=1.C(Cl)(=O)OCC.N[C@@H:25]1[CH2:30][CH2:29][N:28]([CH:31](C)[CH2:32][C:33](C2C=CC=CC=2)(C2C=CC=CC=2)[C:34]([N:36](C)C)=[O:35])[CH2:27][C@H:26]1O>ClC(Cl)Cl.C(N(CC)CC)C>[N:28]1([CH2:31][CH2:32][CH2:33][C:34]([NH2:36])=[O:35])[CH2:29][CH2:30][CH2:25][CH2:26][CH2:27]1. Reported procedure: To a stirred and cooled (ice bath) solution of 4 parts of 2-(phenylmethoxy)benzoic acid in 90 parts of trichloromethane were added first 1.47 parts of N,N-diethylethanamine and then 1.6 parts of ethyl carbonochloridate at <5° C. After stirring for 1 hour in an ice bath, the thus obtained mixture was added dropwise to a cooled solution of 5.94 parts of trans-4-amino-3-hydroxy-N,N,γ-trimethyl-α,α-diphenyl-1-piperidinebutanamide in 90 parts of trichloromethane at a temperature below 5° C. Upon comp... The reactants are ClC1=C(C=C(C=C1)C=1OC=C(N1)C(=O)OCC)C (Ethyl 2-(4-chloro-3-methylphenyl)-1,3-oxazole-4-carboxylate), [H-].[Al+3].[Li+].[H-].[H-].[H-] (lithium aluminum hydride), O (water), [OH-].[Na+] (sodium hydroxide). Solvent: C1CCOC1 (THF), C1CCOC1 (THF). Run at temperature 0 celsius, time 2 hour. Product: ClC1=C(C=C(C=C1)C=1OC=C(N1)CO)C ([2-(4-Chloro-3-methylphenyl)-1,3-oxazol-4-yl]methanol). Reaction SMILES: [H-].[Al+3].[Li+].[H-].[H-].[H-].[Cl:7][C:8]1[CH:13]=[CH:12][C:11]([C:14]2[O:15][CH:16]=[C:17]([C:19](OCC)=[O:20])[N:18]=2)=[CH:10][C:9]=1[CH3:24].O.[OH-].[Na+]>C1COCC1>[Cl:7][C:8]1[CH:13]=[CH:12][C:11]([C:14]2[O:15][CH:16]=[C:17]([CH2:19][OH:20])[N:18]=2)=[CH:10][C:9]=1[CH3:24] |f:0.1.2.3.4.5,8.9|. Procedure: 46 mg (1.22 mmol) of lithium aluminum hydride are initially charged in 8.0 ml of THF and cooled to 0° C. A solution of 161 mg (0.61 mmol) of the compound from Example 26A in 2.5 ml of THF is then added dropwise. The mixture is stirred at RT for 2 h. The reaction solution is then once more cooled to 0° C., and 0.2 ml of water and 0.4 ml of 1 N aqueous sodium hydroxide solution are added. The mixture is stirred at RT overnight. The precipitate formed is filtered off, and the filtrate is freed from... Reaction conditions: time 16 hour. The solvent is ClCCl (dichloromethane). As a reaction SMILES: C([O:3][P:4]([CH2:16][C:17]([N:19]1[CH2:34][C@@H:33]([O:35][CH3:36])[CH2:32][C@H:20]1[C:21]([O:23][CH2:24][O:25][C:26](=[O:31])[C:27]([CH3:30])([CH3:29])[CH3:28])=[O:22])=[O:18])([CH2:6][CH2:7][CH2:8][CH2:9][C:10]1[CH:15]=[CH:14][CH:13]=[CH:12][CH:11]=1)=[O:5])C.Br[Si](C)(C)C>ClCCl>[OH:5][P:4]([CH2:16][C:17]([N:19]1[CH2:34][C@@H:33]([O:35][CH3:36])[CH2:32][C@H:20]1[C:21]([O:23][CH2:24][O:25][C:26](=[O:31])[C:27]([CH3:28])([CH3:29])[CH3:30])=[O:22])=[O:18])([CH2:6][CH2:7][CH2:8][CH2:9][C:10]1[CH:11]=[CH:12][CH:13]=[CH:14][CH:15]=1)=[O:3]. Yields the product OP(=O)(CCCCC1=CC=CC=C1)CC(=O)N1[C@H](C(=O)OCOC(C(C)(C)C)=O)C[C@@H](C1)OC ((cis)-1-[[Hydroxy(4-phenylbutyl)phosphinyl]acetyl]-4-methoxy-L-proline, (2,2-dimethyl-1-oxopropoxy)methyl ester). Starting materials: C(C)OP(=O)(CCCCC1=CC=CC=C1)CC(=O)N1[C@H](C(=O)OCOC(C(C)(C)C)=O)C[C@@H](C1)OC ((cis)-1-[[ethoxy(4-phenylbutyl)phosphinyl]acetyl]-4-methoxy-L-proline, (2,2-dimethyl-1-oxopropoxy)methyl ester), Br[Si](C)(C)C (bromotrimethylsilane). The yield is 51.0%. Procedure details: A solution of 2.9 g of (cis)-1-[[ethoxy(4-phenylbutyl)phosphinyl]acetyl]-4-methoxy-L-proline, (2,2-dimethyl-1-oxopropoxy)methyl ester in 50 ml of dry dichloromethane is treated with 1.0 g of bromotrimethylsilane at 0° C., then stirred at room temperature for 16 hours under argon. The solvent is evaporated in vacuo and the oil residue is dissolved in ether and treated with an excess of saturated sodium. The aqueous portion is treated with 6 N HCl to pH 1.5 and the product is extracted into ethyl ... Starting materials: CC(C)n1cnnc1-n1cc2c(n1)-c1ccc(Br)cc1OCC2, CC#N, [H][H]. Product: CC(C)n1cnnc1-n1cc2c(n1)-c1ccccc1OCC2. As a reaction SMILES: [Br:1][c:2]1[cH:3][c:4]2[c:5]([cH:22][cH:23]1)-[c:6]1[n:7][n:8](-[c:14]3[n:15][n:16][cH:17][n:18]3[CH:19]([CH3:20])[CH3:21])[cH:9][c:10]1[CH2:11][CH2:12][O:13]2.[CH3:26][C:27]#[N:28].[H:24][H:25]>>[cH:2]1[cH:3][c:4]2[c:5]([cH:22][cH:23]1)-[c:6]1[n:7][n:8](-[c:14]3[n:15][n:16][cH:17][n:18]3[CH:19]([CH3:20])[CH3:21])[cH:9][c:10]1[CH2:11][CH2:12][O:13]2. The reactants are C1(CCCCC1)N=C=NC1CCCCC1 (dicyclohexylcarbodiimide), C(C1=CC=CC=C1)OC(=O)N1[C@@H](CCC1=O)C(=O)O (N-benzyloxycarbonyl-L-pyroglutamic acid), CN(C)C1=NC=CC=C1 (dimethylaminopyridine), CC1(CC(CC(C1)C)O)C (3,3,5-trimethylcyclohexanol). Run in CN(C=O)C (dimethylformamide), CN(C=O)C (dimethylformamide). Reaction conditions: time 24 hour. Yields the product C(C1=CC=CC=C1)OC(=O)N1[C@@H](CCC1=O)C(=O)OC1CC(CC(C1)C)(C)C (3,3,5-Trimethylcyclohexyl N-benzyloxycarbonyl-L-pyroglutamate). As a reaction SMILES: [CH2:1]([O:8][C:9]([N:11]1[C:15](=[O:16])[CH2:14][CH2:13][C@H:12]1[C:17]([OH:19])=[O:18])=[O:10])[C:2]1[CH:7]=[CH:6][CH:5]=[CH:4][CH:3]=1.CN(C1C=CC=CN=1)C.[CH3:29][C:30]1([CH3:38])[CH2:35][CH:34]([CH3:36])[CH2:33][CH:32](O)[CH2:31]1.C1(N=C=NC2CCCCC2)CCCCC1>CN(C)C=O>[CH2:1]([O:8][C:9]([N:11]1[C:15](=[O:16])[CH2:14][CH2:13][C@H:12]1[C:17]([O:19][CH:32]1[CH2:33][CH:34]([CH3:36])[CH2:35][C:30]([CH3:38])([CH3:29])[CH2:31]1)=[O:18])=[O:10])[C:2]1[CH:3]=[CH:4][CH:5]=[CH:6][CH:7]=1. Procedure: 34.2 g (0.13 mol) of N-benzyloxycarbonyl-L-pyroglutamic acid (prepared according to Berichte 97, 2434 [1964] or Annalen 649, 183 [1961] ) are added to 150 ml of dimethylformamide, followed by 2 g of dimethylaminopyridine and then 18.48 g (0.13 mol) of 3,3,5-trimethylcyclohexanol (mixture of 90% trans isomer and 10% cis isomer) diluted in 50 ml of dimethylformamide. 26.8 g (0.13 mol) of dicyclohexylcarbodiimide are then run in over a period of about 15 minutes, the reaction medium being kept at +...